Task: describe an organic reaction: reactants, conditions, products, and yield. Dataset: the Open Reaction Database (ORD), a public repository of structured organic reaction records Run in O (water), C(C)O (ethanol). Procedure: 4-(2,5-Dichloropyrimidin-4-yl)-benzoic acid methyl ester (85 mg, 0.30 mmol) was dissolved in ethanol with 0.2 mL cyclopropylamine and the reaction mixture heated to 80° C. overnight. The reaction mixture was diluted with water and extracted with ethyl acetate. The organic layer was dried over sodium sulfate and concentrated to afford 4-(5-chloro-2-cyclopropylaminopyrimidin-4-yl)-benzoic acid methyl ester as a solid, 90 mg, 0.30 mmol, 100% yield. LCMS: ES+=304.1. Starting materials: COC(C1=CC=C(C=C1)C1=NC(=NC=C1Cl)Cl)=O (4-(2,5-Dichloropyrimidin-4-yl)-benzoic acid methyl ester), C1(CC1)N (cyclopropylamine). The product is COC(C1=CC=C(C=C1)C1=NC(=NC=C1Cl)NC1CC1)=O (4-(5-chloro-2-cyclopropylaminopyrimidin-4-yl)-benzoic acid methyl ester). Run at temperature 80 celsius. As a reaction SMILES: [CH3:1][O:2][C:3](=[O:18])[C:4]1[CH:9]=[CH:8][C:7]([C:10]2[C:15]([Cl:16])=[CH:14][N:13]=[C:12](Cl)[N:11]=2)=[CH:6][CH:5]=1.[CH:19]1([NH2:22])[CH2:21][CH2:20]1>C(O)C.O>[CH3:1][O:2][C:3](=[O:18])[C:4]1[CH:9]=[CH:8][C:7]([C:10]2[C:15]([Cl:16])=[CH:14][N:13]=[C:12]([NH:22][CH:19]3[CH2:21][CH2:20]3)[N:11]=2)=[CH:6][CH:5]=1. Isolated yield 100.0%. The reactants are FC(C1=C(CN2CCC(CC2)\C=C/2\C(=NC(S2)=O)NC2COC2)C=CC(=C1)C(F)(F)F)(F)F ((5Z)-5-({1-[2,4-bis(trifluoromethyl)benzyl]piperidin-4-yl}methylidene)-4-(oxetan-3-ylamino)-1,3-thiazol-2(5H)-one), C(\C=C\C(=O)O)(=O)O (fumaric acid). Run in C(C)O (ethanol), C(C)O (ethanol). Reaction conditions: temperature 80 celsius. The product is C(\C=C\C(=O)O)(=O)O.FC(C1=C(CN2CCC(CC2)\C=C/2\C(=NC(S2)=O)NC2COC2)C=CC(=C1)C(F)(F)F)(F)F ((5Z)-5-({1-[2,4-bis(trifluoromethyl)benzyl]piperidin-4-yl}methylidene)-4-(oxetan-3-ylamino)-1,3-thiazol-2(5H)-one fumarate). Yield: 65.8%. Reaction SMILES: [F:1][C:2]([F:33])([F:32])[C:3]1[CH:27]=[C:26]([C:28]([F:31])([F:30])[F:29])[CH:25]=[CH:24][C:4]=1[CH2:5][N:6]1[CH2:11][CH2:10][CH:9](/[CH:12]=[C:13]2/[C:14]([NH:19][CH:20]3[CH2:23][O:22][CH2:21]3)=[N:15][C:16](=[O:18])[S:17]/2)[CH2:8][CH2:7]1.[C:34]([OH:41])(=[O:40])/[CH:35]=[CH:36]/[C:37]([OH:39])=[O:38]>C(O)C>[C:34]([OH:41])(=[O:40])/[CH:35]=[CH:36]/[C:37]([OH:39])=[O:38].[F:32][C:2]([F:1])([F:33])[C:3]1[CH:27]=[C:26]([C:28]([F:29])([F:30])[F:31])[CH:25]=[CH:24][C:4]=1[CH2:5][N:6]1[CH2:11][CH2:10][CH:9](/[CH:12]=[C:13]2/[C:14]([NH:19][CH:20]3[CH2:21][O:22][CH2:23]3)=[N:15][C:16](=[O:18])[S:17]/2)[CH2:8][CH2:7]1 |f:3.4|. Reported procedure: To a solution of (5Z)-5-({1-[2,4-bis(trifluoromethyl)benzyl]piperidin-4-yl}methylidene)-4-(oxetan-3-ylamino)-1,3-thiazol-2(5H)-one (1.5 g) in ethanol (10 mL) was added a solution of fumaric acid (353 mg) in ethanol (10 mL). The reaction mixture was stirred at 80° C. for min, the solvent was evaporated under reduced pressure, and the residue was recrystallized from ethanol/heptane to give the title compound (1.22 g). Starting materials: CC1=C(N2CCC3=C(C(C2=N1)O)C=CC=C3)C3=CC=CC=C3 (2-methyl-1-phenyl-9,10-dihydro-4H-3,10a-diaza-benzo[f]azulen-4-ol), C(=O)([O-])[O-].[Na+].[Na+] (Na2CO3), CS(=O)(=O)O (methanesulfonic acid), OC1CCN(CC1)C (4-hydroxy-N-methylpiperidine). Solvent: C(Cl)(Cl)Cl (CHCl3), C(Cl)(Cl)Cl (CHCl3). Reaction conditions: time 2 hour. The product is CC1=C(N2CCC3=C(C(C2=N1)OC1CCN(CC1)C)C=CC=C3)C3=CC=CC=C3 (2-methyl-4-(1-methylpiperidin-4-yloxy)-1-phenyl-9,10-dihydro-4H-3,10a-diaza-benzo[f]azulene). As a reaction SMILES: CS(O)(=O)=O.[OH:6][CH:7]1[CH2:12][CH2:11][N:10]([CH3:13])[CH2:9][CH2:8]1.[CH3:14][C:15]1[N:24]=[C:23]2[N:17]([CH2:18][CH2:19][C:20]3[CH:29]=[CH:28][CH:27]=[CH:26][C:21]=3[CH:22]2O)[C:16]=1[C:30]1[CH:35]=[CH:34][CH:33]=[CH:32][CH:31]=1.C([O-])([O-])=O.[Na+].[Na+]>C(Cl)(Cl)Cl>[CH3:14][C:15]1[N:24]=[C:23]2[N:17]([CH2:18][CH2:19][C:20]3[CH:29]=[CH:28][CH:27]=[CH:26][C:21]=3[CH:22]2[O:6][CH:7]2[CH2:12][CH2:11][N:10]([CH3:13])[CH2:9][CH2:8]2)[C:16]=1[C:30]1[CH:35]=[CH:34][CH:33]=[CH:32][CH:31]=1 |f:3.4.5|. Procedure: To a solution of methanesulfonic acid (1.5 mL) and 4-hydroxy-N-methylpiperidine (658 mg, 5.72 mmoles) in CHCl3 (1 mL) cooled at 0° C. is added a solution of 2-methyl-1-phenyl-9,10-dihydro-4H-3,10a-diaza-benzo[f]azulen-4-ol (example 123B) (166.1 mg, 0.573 mmole) in CHCl3 (2 mL) dropwise. The reaction mixture is allowed to slowly reach room temperature and is stirred at room temperature for 2 hours. The reaction mixture is poured into a solution of saturated Na2CO3 (final pH 9-10). The aqueous pha... Starting materials: C#CCBr, C#CCOc1cc(-c2ncc(C(F)(F)F)cc2Cl)ccc1Cl, Oc1cc(-c2ncc(C(F)(F)F)cc2Cl)c(F)cc1Cl. The product is C#CCOc1cc(-c2ncc(C(F)(F)F)cc2Cl)c(F)cc1Cl. Reaction SMILES: [CH2:43]([Br:44])[C:45]#[CH:46].[Cl:1][c:2]1[c:3](-[c:12]2[cH:13][c:14]([O:19][CH2:20][C:21]#[CH:22])[c:15]([Cl:18])[cH:16][cH:17]2)[n:4][cH:5][c:6]([C:8]([F:9])([F:10])[F:11])[cH:7]1.[Cl:23][c:24]1[c:25](-[c:26]2[cH:27][c:28]([OH:29])[c:30]([Cl:32])[cH:33][c:34]2[F:35])[n:36][cH:37][c:38]([C:39]([F:31])([F:40])[F:41])[cH:42]1>>[Cl:1][c:2]1[c:3](-[c:12]2[cH:13][c:14]([O:19][CH2:20][C:21]#[CH:22])[c:15]([Cl:18])[cH:16][c:17]2[F:31])[n:4][cH:5][c:6]([C:8]([F:9])([F:10])[F:11])[cH:7]1. Starting materials: BrCC1=CC=C(CO)C=C1 (4-bromomethylbenzyl alcohol), aldehyde, [Cr](=O)(=O)([O-])Cl.[NH+]1=CC=CC=C1 (pyridinium chlorochromate). Solvent: C(Cl)Cl (methylene chloride). Product: BrCC1=CC=C(C=O)C=C1 (4-(bromomethyl)benzaldehyde). Isolated yield 57.3%. RXN SMILES: [Br:1][CH2:2][C:3]1[CH:10]=[CH:9][C:6]([CH2:7][OH:8])=[CH:5][CH:4]=1.[Cr](Cl)([O-])(=O)=O.[NH+]1C=CC=CC=1>C(Cl)Cl>[Br:1][CH2:2][C:3]1[CH:10]=[CH:9][C:6]([CH:7]=[O:8])=[CH:5][CH:4]=1 |f:1.2|. Reported procedure: The 4-bromomethylbenzyl alcohol (9.0 g, 43 mmol) was reduced to the corresponding aldehyde by dissolving the above-synthesized intermediate in methylene chloride and then adding pyridinium chlorochromate (14.1 g, 6.5 mmol). The reaction mixture was then allowed to stir at room temperature under a nitrogen atmosphere for about oone hour. The progress of the reaction was monitored by thin layer chromatography. The reaction mixture was then filtered through a CELITE® pad, concentrated in vacuo, and... Starting materials: BrC(C(=O)Cl)C1=CC(=CC=C1)Br ((RS)-2-Bromo-2-(3-bromophenyl)acetyl chloride), S(=O)(Cl)Cl (thionyl chloride), BrBr (bromine), BrC(C(=O)Cl)C1=CC=C(C=C1)Cl ((RS)-2-bromo-2-(4-chlorophenyl)acetyl chloride), BrC=1C=C(C=CC1)CC(=O)O (2-(3-bromophenyl)acetic acid). Product: BrC(C(=O)Cl)C1=CC(=CC=C1)Cl ((RS)-2-bromo-2-(3-chlorophenyl)acetyl chloride). Reaction SMILES: [Br:1][CH:2]([C:6]1[CH:11]=[CH:10][CH:9]=[C:8](Br)[CH:7]=1)[C:3]([Cl:5])=[O:4].BrC(C1C=CC(Cl)=CC=1)C([Cl:17])=O.BrC1C=C(CC(O)=O)C=CC=1.S(Cl)(Cl)=O.BrBr>>[Br:1][CH:2]([C:6]1[CH:11]=[CH:10][CH:9]=[C:8]([Cl:17])[CH:7]=1)[C:3]([Cl:5])=[O:4]. Procedure details: (RS)-2-Bromo-2-(3-bromophenyl)acetyl chloride may be prepared by the method described in Example 9 for the preparation of (RS)-2-bromo-2-(4-chlorophenyl)acetyl chloride, but using 5 g of 2-(3-bromophenyl)acetic acid, 2.8 cm3 of thionyl chloride and 1.5 cm3 of bromine as starting materials. 7 g of (RS)-2-bromo-2-(3-chlorophenyl)acetyl chloride are then obtained, which is used as such for the following step. The reactants are COC=1C=2N(C=C(C1)C=1C=NN(C1)C)N=CC2C(=O)O (4-methoxy-6-(1-methyl-1H-pyrazol-4-yl)pyrazolo[1,5-a]pyridine-3-carboxylic acid), CC1=NC=CC(=C1C)N (2,3-dimethyl-pyridin-4-ylamine), O.N1(N=NC2=C1C=CC=C2)O (1H-1,2,3-benzotriazol-1-ol hydrate), CC1=NC=CC(=C1C)N (2,3-dimethyl-pyridin-4-ylamine), N-[3-(dimethylamino)propyl]-N-ethylcarbodiimide hydrochloride. The reagents and catalysts are CN(C1=CC=NC=C1)C (N,N-dimethylpyridin-4-amine). Run in CS(=O)C.O (DMSO water), CN(C)C=O (DMF). Reaction conditions: temperature 60 celsius, time 2 hour. Yields the product CC1=NC=CC(=C1C)NC(=O)C=1C=NN2C1C(=CC(=C2)C=2C=NN(C2)C)OC (N-(2,3-dimethylpyridin-4-yl)-4-methoxy-6-(1-methyl-1H-pyrazol-4-yl)pyrazolo[1,5-a]pyridine-3-carboxamide). As a reaction SMILES: [CH3:1][O:2][C:3]1[C:4]2[N:5]([N:15]=[CH:16][C:17]=2[C:18]([OH:20])=O)[CH:6]=[C:7]([C:9]2[CH:10]=[N:11][N:12]([CH3:14])[CH:13]=2)[CH:8]=1.[CH3:21][C:22]1[C:27]([CH3:28])=[C:26]([NH2:29])[CH:25]=[CH:24][N:23]=1.O.N1(O)C2C=CC=CC=2N=N1>CN(C=O)C.CN(C)C1C=CN=CC=1.CS(C)=O.O>[CH3:21][C:22]1[C:27]([CH3:28])=[C:26]([NH:29][C:18]([C:17]2[CH:16]=[N:15][N:5]3[CH:6]=[C:7]([C:9]4[CH:10]=[N:11][N:12]([CH3:14])[CH:13]=4)[CH:8]=[C:3]([O:2][CH3:1])[C:4]=23)=[O:20])[CH:25]=[CH:24][N:23]=1 |f:2.3,6.7|. Reported procedure: 4-methoxy-6-(1-methyl-1H-pyrazol-4-yl)pyrazolo[1,5-a]pyridine-3-carboxylic acid (30.0 mg, 0.110 mmol), 2,3-dimethyl-pyridin-4-ylamine (26.9 mg, 0.220 mmol), N-[3-(dimethylamino)propyl]-N-ethylcarbodiimide hydrochloride (31.7 mg, 0.165 mmol), and 1H-1,2,3-benzotriazol-1-ol hydrate (16.9 mg, 0.110 mmol) were suspended in DMF (1 ml). Diispropylethylamine (0.058 ml, 0.331 mmol) was added and the reaction mixture was allowed to stir. After 2 h, N,N-dimethylpyridin-4-amine (13.5 mg, 0.110 mmol) was ad...